Dataset: the Open Reaction Database (ORD), a public repository of structured organic reaction records. Task: describe an organic reaction: reactants, conditions, products, and yield Reported procedure: A solution of 1a (3.0 g, 11.24 mmol) in benzene (100 mL) was mixed with 2,3-dichloro-5,6-dicyano-1,4-benzoquinone (3.8 g, 16.85 mmol). The resultant mixture was heated at reflux for 2 h, diluted with saturated NaHCO3 solution (300 mL) and extracted with ethyl acetate (300 mL, 3×). The combined organic phases were dried over MgSO4, filtered, and concentrated. Flash chromatography (hexanes/ethyl acetate, 8:1) then provided the title compound (1.06 g, 35%) as a yellow solid: MS (ES) m/z 264 (M+H)+; Isolated yield 35.8%. As a reaction SMILES: [CH2:1]([O:3][C:4]([C:6]1[C:10]2[CH2:11][CH2:12][CH2:13][CH2:14][C:9]=2[S:8][C:7]=1[NH:15][C:16](=[O:18])[CH3:17])=[O:5])[CH3:2].ClC1C(=O)C(C#N)=C(C#N)C(=O)C=1Cl>C1C=CC=CC=1.C([O-])(O)=O.[Na+]>[CH2:1]([O:3][C:4]([C:6]1[C:10]2[CH:11]=[CH:12][CH:13]=[CH:14][C:9]=2[S:8][C:7]=1[NH:15][C:16](=[O:18])[CH3:17])=[O:5])[CH3:2] |f:3.4|. The solvent is C1=CC=CC=C1 (benzene), C(=O)(O)[O-].[Na+] (NaHCO3). The reactants are C(C)OC(=O)C1=C(SC2=C1CCCC2)NC(C)=O (2-Acetylamino-4, 5, 6, 7-tetrahydrobenzothiophene-3-carboxylic Acid Ethyl Ester), ClC=1C(C(=C(C(C1Cl)=O)C#N)C#N)=O (2,3-dichloro-5,6-dicyano-1,4-benzoquinone), resultant mixture. The product is hexanes ethyl acetate, C(C)OC(=O)C=1C2=C(SC1NC(C)=O)C=CC=C2 (2-Acetylamino-benzo[b]thiophene-3-carboxylic Acid Ethyl Ester). Starting materials: BrC1=CC(=C(C=C1)NC(OC(C)(C)C)=O)[N+](=O)[O-] (tert-Butyl 4-bromo-2-nitrophenylcarbamate), S1C(=CC=C1)B(O)O (2-thiophene boronic acid), C([O-])([O-])=O.[Na+].[Na+] (sodium carbonate). Reagents/catalysts: C=1C=CC(=CC1)[P](C=2C=CC=CC2)(C=3C=CC=CC3)[Pd]([P](C=4C=CC=CC4)(C=5C=CC=CC5)C=6C=CC=CC6)([P](C=7C=CC=CC7)(C=8C=CC=CC8)C=9C=CC=CC9)[P](C=1C=CC=CC1)(C=1C=CC=CC1)C=1C=CC=CC1 (Pd(PPh3)4). The solvent is COCCOC (DME), O (water). The product is [N+](=O)([O-])C1=C(C=CC(=C1)C=1SC=CC1)NC(OC(C)(C)C)=O (tert-Butyl 2-nitro-4-(thiophen-2-yl)phenylcarbamate). Yield: 53.4%. Reaction SMILES: Br[C:2]1[CH:7]=[CH:6][C:5]([NH:8][C:9](=[O:15])[O:10][C:11]([CH3:14])([CH3:13])[CH3:12])=[C:4]([N+:16]([O-:18])=[O:17])[CH:3]=1.[S:19]1[CH:23]=[CH:22][CH:21]=[C:20]1B(O)O.C(=O)([O-])[O-].[Na+].[Na+]>COCCOC.O.C1C=CC([P]([Pd]([P](C2C=CC=CC=2)(C2C=CC=CC=2)C2C=CC=CC=2)([P](C2C=CC=CC=2)(C2C=CC=CC=2)C2C=CC=CC=2)[P](C2C=CC=CC=2)(C2C=CC=CC=2)C2C=CC=CC=2)(C2C=CC=CC=2)C2C=CC=CC=2)=CC=1>[N+:16]([C:4]1[CH:3]=[C:2]([C:20]2[S:19][CH:23]=[CH:22][CH:21]=2)[CH:7]=[CH:6][C:5]=1[NH:8][C:9](=[O:15])[O:10][C:11]([CH3:14])([CH3:13])[CH3:12])([O-:18])=[O:17] |f:2.3.4,^1:43,45,64,83|. Procedure details: A solution of tert-butyl 4-bromo-2-nitrophenylcarbamate 175 (3.97 g, 12.5 mmol), 2-thiophene boronic acid 176 (1.68 g, 13.4 mmol), sodium carbonate (3.98 g, 37.56 mmol) and Pd(PPh3)4 (0.94 g, 0.814 mmol) were stirred at 110° C. in a mixture of DME and water (2:1, 70 mL overnight. The solution was evaporated to dryness, diluted with water and extracted with ethyl acetate. The organic phase was washed with brine, dried over sodium sulfate, filtered and evaporated to provide the crude product which...